From a dataset of the Open Reaction Database (ORD), a public repository of structured organic reaction records. describe an organic reaction: reactants, conditions, products, and yield The reactants are C(C(=O)Cl)(=O)Cl (oxalyl chloride), COC1=CC=C(C=N1)N1C(C(=CC2=CC=CN=C12)C(=O)O)=O (1-(6-methoxy-3-pyridinyl)-2-oxo-1,2-dihydro-1,8-naphthyridine-3-carboxylic acid), CN(C=O)C (N,N-dimethylformamide). The solvent is ClCCl (dichloromethane). Run at time 2 hour. Yields the product COC1=CC=C(C=N1)N1C(C(=CC2=CC=CN=C12)C(=O)Cl)=O (1-(6-methoxy-3-pyridyl)-2-oxo-1,2-dihydro-1,8-naphthyridine-3-carboxylic acid chloride). As a reaction SMILES: [CH3:1][O:2][C:3]1[N:8]=[CH:7][C:6]([N:9]2[C:18]3[C:13](=[CH:14][CH:15]=[CH:16][N:17]=3)[CH:12]=[C:11]([C:19](O)=[O:20])[C:10]2=[O:22])=[CH:5][CH:4]=1.C(Cl)(=O)C([Cl:26])=O.CN(C)C=O>ClCCl>[CH3:1][O:2][C:3]1[N:8]=[CH:7][C:6]([N:9]2[C:18]3[C:13](=[CH:14][CH:15]=[CH:16][N:17]=3)[CH:12]=[C:11]([C:19]([Cl:26])=[O:20])[C:10]2=[O:22])=[CH:5][CH:4]=1. Reported procedure: 1.35 g (4.5 mmol) of 1-(6-methoxy-3-pyridinyl)-2-oxo-1,2-dihydro-1,8-naphthyridine-3-carboxylic acid was dissolved in dichloromethane (50 mL), and 2.5 mL (30 mmol) of oxalyl chloride was added thereto. One droplet of N,N-dimethylformamide was added to the above mixture, and the resulting mixture was stirred for 2 hours at room temperature. The reaction solution was concentrated under reduced pressure, and thus 1-(6-methoxy-3-pyridyl)-2-oxo-1,2-dihydro-1,8-naphthyridine-3-carboxylic acid chloride... Reactants: ClC=1C=C(C=CC1OCCCCBr)CC(=O)OC (methyl 3-chloro-4-(4-bromobutyloxy)-phenylacetate), C1(=CC=CC=C1)C1=COC2=C1C=CC(=C2CCC)O (3-phenyl-6-hydroxy-7-propylbenzofuran). The product is ClC=1C=C(C=CC1OCCC(C)OC1=C(C2=C(C(=CO2)C2=CC=CC=C2)C=C1)CCC)CC(=O)OC (methyl 3-chloro-4-(3-(3-phenyl-7-propylbenzofuran-6-yloxy)butyloxy)-phenylacetate). Reaction SMILES: [Cl:1][C:2]1[CH:3]=[C:4]([CH2:14][C:15]([O:17][CH3:18])=[O:16])[CH:5]=[CH:6][C:7]=1[O:8][CH2:9][CH2:10][CH2:11][CH2:12]Br.[C:19]1([C:25]2[C:29]3[CH:30]=[CH:31][C:32]([OH:37])=[C:33]([CH2:34][CH2:35][CH3:36])[C:28]=3[O:27][CH:26]=2)[CH:24]=[CH:23][CH:22]=[CH:21][CH:20]=1>>[Cl:1][C:2]1[CH:3]=[C:4]([CH2:14][C:15]([O:17][CH3:18])=[O:16])[CH:5]=[CH:6][C:7]=1[O:8][CH2:9][CH2:10][CH:11]([O:37][C:32]1[CH:31]=[CH:30][C:29]2[C:25]([C:19]3[CH:24]=[CH:23][CH:22]=[CH:21][CH:20]=3)=[CH:26][O:27][C:28]=2[C:33]=1[CH2:34][CH2:35][CH3:36])[CH3:12]. Procedure details: Using the method of Example 19, step E, using methyl 3-chloro-4-(4-bromobutyloxy)-phenylacetate (Example 8, Step 2) and 3-phenyl-6-hydroxy-7-propylbenzofuran (Example 5, Step B) as the starting material, the title compound was obtained.